From a dataset of the Open Reaction Database (ORD), a public repository of structured organic reaction records. describe an organic reaction: reactants, conditions, products, and yield The reactants are S(=O)(=O)(OC)OC (dimethyl sulphate), [N+](=O)([O-])C1=CC=C2C(NNC2=C1)=O (6-nitro-1,2-dihydro-3H-indazol-3-one), C([O-])([O-])=O.[Na+].[Na+] (sodium carbonate). Solvent: ClCCl (dichloromethane), CN(C)C=O (DMF). Run at temperature 60 celsius. Yields the product CN1NC2=CC(=CC=C2C1=O)[N+](=O)[O-] (2-Methyl-6-nitro-1,2-dihydro-3H-indazol-3-one). As a reaction SMILES: [N+:1]([C:4]1[CH:12]=[C:11]2[C:7]([C:8](=[O:13])[NH:9][NH:10]2)=[CH:6][CH:5]=1)([O-:3])=[O:2].S(OC)(O[CH3:18])(=O)=O.C(=O)([O-])[O-].[Na+].[Na+]>CN(C=O)C.ClCCl>[CH3:18][N:9]1[C:8](=[O:13])[C:7]2[C:11](=[CH:12][C:4]([N+:1]([O-:3])=[O:2])=[CH:5][CH:6]=2)[NH:10]1 |f:2.3.4|. Procedure: 1.66 g (9.27 mmol) of 6-nitro-1,2-dihydro-3H-indazol-3-one were initially charged in 20 ml of DMF, and 1.75 ml (18.5 mmol, 2.0 eq.) of dimethyl sulphate were added. The reaction mixture was heated at 60° C. for 8 h and then diluted with dichloromethane and shaken with saturated aqueous sodium carbonate solution. The aqueous phase was washed three times each with dichloromethane and with ethyl acetate and the organic fractions were discarded. Using 4N aqueous hydrochloric acid, the aqueous phase ... Reactants: ClCCl, CC(C)(C)[Si](C)(C)OC(=O)C(Cc1ccccc1)O[Si](C)(C)C(C)(C)C, CN(C)C=O, O=C(Cl)C(=O)Cl. RXN SMILES: [CH2:38]([Cl:39])[Cl:40].[CH3:1][C:2]([CH3:3])([CH3:4])[Si:5]([O:6][CH:7]([C:8](=[O:9])[O:10][Si:11]([C:12]([CH3:13])([CH3:14])[CH3:15])([CH3:16])[CH3:17])[CH2:18][c:19]1[cH:20][cH:21][cH:22][cH:23][cH:24]1)([CH3:25])[CH3:26].[CH3:27][N:28]([CH3:29])[CH:30]=[O:31].[Cl:32][C:33]([C:34]([Cl:35])=[O:36])=[O:37]>>[CH3:1][C:2]([CH3:3])([CH3:4])[Si:5]([O:6][CH:7]([C:8](=[O:9])[Cl:32])[CH2:18][c:19]1[cH:20][cH:21][cH:22][cH:23][cH:24]1)([CH3:25])[CH3:26]. Product: CC(C)(C)[Si](C)(C)OC(Cc1ccccc1)C(=O)Cl. Starting materials: CCN(C(C)C)C(C)C (DIPEA), NCCCOC1=CC(=C(C(=O)N[C@H](C(=O)O)CC2=CC=C(C=C2)NC(C2=C(C=CC=C2Cl)Cl)=O)C(=C1)Cl)Cl ((S)-2-[4-(3-aminopropoxy)-2,6-dichlorobenzoylamino]-3-[4-(2,6-dichlorobenzoylamino)phenyl]propionic acid), O=C1N(C(CC1)=O)OC(CCOCCOCCOCCOCCOCCOCCOCCOCCNC(CCN1C(C=CC1=O)=O)=O)=O (3-[2-[2-[2-[2-[2-[2-[2-[[3-(2,5-dioxo-2,5-dihydro-pyrrol-1-yl)-propionylamino]ethoxy]ethoxy]ethoxy]ethoxy]ethoxy]ethoxy]ethoxy]ethoxy]propionic acid-2,5-dioxo-pyrrolidin-1-yl ester). The product is ClC1=C(C(=O)NC2=CC=C(C=C2)C[C@@H](C(=O)O)NC(C2=C(C=C(C=C2Cl)OCCCNC(CCOCCOCCOCCOCCOCCOCCOCCOCCNC(CCN2C(C=CC2=O)=O)=O)=O)Cl)=O)C(=CC=C1)Cl ((S)-3-[4-(2,6-dichlorobenzoylamino)phenyl]-2-[2,6-dichloro-4-[3-[3-[2-[2-[2-[2-[2-[2-[2-[2-[3-(2,5-dioxo-2,5-dihydropyrrol-1-yl)propionylamino]ethoxy]ethoxy]ethoxy]ethoxy]ethoxy]ethoxy]ethoxy]ethoxy]propionylamino]propoxy]benzoylamino]propionic acid), solid. Isolated yield 28.0%. RXN SMILES: [NH2:1][CH2:2][CH2:3][CH2:4][O:5][C:6]1[CH:36]=[C:35]([Cl:37])[C:9]([C:10]([NH:12][C@@H:13]([CH2:17][C:18]2[CH:23]=[CH:22][C:21]([NH:24][C:25](=[O:34])[C:26]3[C:31]([Cl:32])=[CH:30][CH:29]=[CH:28][C:27]=3[Cl:33])=[CH:20][CH:19]=2)[C:14]([OH:16])=[O:15])=[O:11])=[C:8]([Cl:38])[CH:7]=1.O=C1CCC(=O)N1[O:46][C:47](=O)[CH2:48][CH2:49][O:50][CH2:51][CH2:52][O:53][CH2:54][CH2:55][O:56][CH2:57][CH2:58][O:59][CH2:60][CH2:61][O:62][CH2:63][CH2:64][O:65][CH2:66][CH2:67][O:68][CH2:69][CH2:70][O:71][CH2:72][CH2:73][NH:74][C:75](=[O:85])[CH2:76][CH2:77][N:78]1[C:82](=[O:83])[CH:81]=[CH:80][C:79]1=[O:84].CCN(C(C)C)C(C)C>>[Cl:33][C:27]1[CH:28]=[CH:29][CH:30]=[C:31]([Cl:32])[C:26]=1[C:25]([NH:24][C:21]1[CH:20]=[CH:19][C:18]([CH2:17][C@H:13]([NH:12][C:10](=[O:11])[C:9]2[C:8]([Cl:38])=[CH:7][C:6]([O:5][CH2:4][CH2:3][CH2:2][NH:1][C:47](=[O:46])[CH2:48][CH2:49][O:50][CH2:51][CH2:52][O:53][CH2:54][CH2:55][O:56][CH2:57][CH2:58][O:59][CH2:60][CH2:61][O:62][CH2:63][CH2:64][O:65][CH2:66][CH2:67][O:68][CH2:69][CH2:70][O:71][CH2:72][CH2:73][NH:74][C:75](=[O:85])[CH2:76][CH2:77][N:78]3[C:82](=[O:83])[CH:81]=[CH:80][C:79]3=[O:84])=[CH:36][C:35]=2[Cl:37])[C:14]([OH:16])=[O:15])=[CH:23][CH:22]=1)=[O:34]. Procedure: The title compound was prepared using a similar procedure as described in Example 1, Step 11, starting from (S)-2-[4-(3-aminopropoxy)-2,6-dichlorobenzoylamino]-3-[4-(2,6-dichlorobenzoylamino)phenyl]propionic acid (107 mg, 0.15 mmol), 3-[2-[2-[2-[2-[2-[2-[2-[[3-(2,5-dioxo-2,5-dihydro-pyrrol-1-yl)-propionylamino]ethoxy]ethoxy]ethoxy]ethoxy]ethoxy]ethoxy]ethoxy]ethoxy]propionic acid-2,5-dioxo-pyrrolidin-1-yl ester (100 mg, 0.145 mmol), and DIPEA (194 mg, 261 uL, 1.5 mmol), and after HPLC purificati... Reactants: CI (CH3I), [H-].[Na+] (NaH), ice, ClC1=NC(=CC(=C1)C(=O)NC(=S)NC1=CC(=CC(=C1)C(F)(F)F)OC)C (1-(2-Chloro-6-methyl-pyridine-4-carbonyl)-3-(3-methoxy-5-trifluoromethyl-phenyl)-thiourea). Solvent: C1CCOC1 (THF), C1CCOC1 (THF). Conditions: temperature 0 celsius, time 15 minute. The product is ClC1=NC(=CC(=C1)C(=O)NC(SC)=NC1=CC(=CC(=C1)C(F)(F)F)OC)C (1-(2-Chloro-6-methyl-pyridine-4-carbonyl)-3-(3-methoxy-5-trifluoromethyl-phenyl)-2-methyl-isothiourea). Yield: 73.5%. As a reaction SMILES: [H-].[Na+].[Cl:3][C:4]1[CH:9]=[C:8]([C:10]([NH:12][C:13]([NH:15][C:16]2[CH:21]=[C:20]([C:22]([F:25])([F:24])[F:23])[CH:19]=[C:18]([O:26][CH3:27])[CH:17]=2)=[S:14])=[O:11])[CH:7]=[C:6]([CH3:28])[N:5]=1.[CH3:29]I>C1COCC1>[Cl:3][C:4]1[CH:9]=[C:8]([C:10]([NH:12][C:13](=[N:15][C:16]2[CH:21]=[C:20]([C:22]([F:23])([F:24])[F:25])[CH:19]=[C:18]([O:26][CH3:27])[CH:17]=2)[S:14][CH3:29])=[O:11])[CH:7]=[C:6]([CH3:28])[N:5]=1 |f:0.1|. Procedure details: (Reaction performed under N2 atmosphere) NaH (1.267 g, 0.05279 mol) was added portionwise to an ice-cooled solution of intermediate D5 (21.32 g, 0.05279 mol) in THF (480 ml) and the resulting mixture was stirred for 15 minutes at 0° C. Subsequently, a solution of CH3I (7.493 g, 0.05279 mol) in THF (40 ml) was added dropwise and the mixture was stirred for 2 hours at room temperature. Then the reaction mixture was quenched with H2O and extracted with CH2Cl2 (3×500 ml). The organic layers were sep...